This data is from the Open Reaction Database (ORD), a public repository of structured organic reaction records. The task is: describe an organic reaction: reactants, conditions, products, and yield Yields the product 350, OC1=CC=C(C=C1)CCCOC(C(=O)O)CCCCCCCCCCCCCCCC (p-hydroxyphenylpropyloxystearic acid). Reported procedure: 360 parts of methyl p-hydroxyphenylpropionate was reacted with 300 parts of hydroxystearic acid in the presence of 3 parts of dibutyl tin oxide at 150°C. in a nitrogen current for 10 hours. After completion of the reaction, the unreacted excessive methyl p-hydroxyphenylphropionate was distilled at 150°C. under reduced pressure to obtain crude p-hydroxyphenylpropyloxystearic acid. Recrystallization of this crude product from a mixed solvent of methylethylketone and n-hexane gave 350 parts of p-hy... The reactants are OC1=CC=C(C=C1)C(C(=O)OC)C (methyl p-hydroxyphenylpropionate), OC(C(=O)O)CCCCCCCCCCCCCCCC (hydroxystearic acid), C(CCC)[Sn](CCCC)=O (dibutyl tin oxide). RXN SMILES: [OH:1][C:2]1[CH:7]=[CH:6][C:5]([CH:8]([CH3:13])C(OC)=O)=[CH:4][CH:3]=1.[OH:14][CH:15]([CH2:19][CH2:20][CH2:21][CH2:22][CH2:23][CH2:24][CH2:25][CH2:26][CH2:27][CH2:28][CH2:29][CH2:30][CH2:31][CH2:32][CH2:33][CH3:34])[C:16]([OH:18])=[O:17].[CH2:35]([Sn](=O)CCCC)CCC>>[OH:1][C:2]1[CH:3]=[CH:4][C:5]([CH2:8][CH2:13][CH2:35][O:14][CH:15]([CH2:19][CH2:20][CH2:21][CH2:22][CH2:23][CH2:24][CH2:25][CH2:26][CH2:27][CH2:28][CH2:29][CH2:30][CH2:31][CH2:32][CH2:33][CH3:34])[C:16]([OH:18])=[O:17])=[CH:6][CH:7]=1. Starting materials: C=C(C(=O)O)CCC(=O)O (2-methyleneglutaric acid), O (water), SC=1SC2=C(N1)C=CC=C2 (2-mercaptobenzthiazole), O (water). Run in OS(=O)(=O)O (H2SO4). Run at time 2 hour. Yields the product S1C(=NC2=C1C=CC=C2)SCC(CCC(=O)O)C(=O)O (4-(benzthiazol-2-ylthio)-butane-1,3-dicarboxylic acid). Reaction SMILES: [CH2:1]=[C:2]([CH2:6][CH2:7][C:8]([OH:10])=[O:9])[C:3]([OH:5])=[O:4].[SH:11][C:12]1[S:13][C:14]2[CH:20]=[CH:19][CH:18]=[CH:17][C:15]=2[N:16]=1.O>OS(O)(=O)=O>[S:13]1[C:14]2[CH:20]=[CH:19][CH:18]=[CH:17][C:15]=2[N:16]=[C:12]1[S:11][CH2:1][CH:2]([C:3]([OH:5])=[O:4])[CH2:6][CH2:7][C:8]([OH:10])=[O:9]. Procedure details: 20.9 g of 2-methyleneglutaric acid are dissolved at 50°, with stirring, in 150 ml of 75% H2SO4, and 24.2 g of 2-mercaptobenzthiazole are added slowly. The reaction is exothermic and the temperature rises to 60°. The reaction mixture is then stirred for 2 hours at 55°. The resulting brown solution is poured into 500 ml of water and stirred for 1 hour. 600 ml of water are then added, and the white precipitate is filtered off. Recrystallisation from aqueous methanol gives 4-(benzthiazol-2-ylthio)-b... As a reaction SMILES: [CH3:39][CH2:40][O:41][C:42]([CH3:43])=[O:44].[Cl:28][C:29](=[O:30])[O:31][CH3:32].[F:1][C:2]([c:3]1[cH:4][cH:5][c:6](-[c:9]2[cH:10][c:11]([O:15][c:16]3[cH:17][cH:18][cH:19][c:20]4[c:21]3[n:22][c:23]([NH2:25])[s:24]4)[n:12][cH:13][n:14]2)[cH:7][cH:8]1)([F:26])[F:27].[cH:33]1[cH:34][cH:35][n:36][cH:37][cH:38]1>>[F:1][C:2]([c:3]1[cH:4][cH:5][c:6](-[c:9]2[cH:10][c:11]([O:15][c:16]3[cH:17][cH:18][cH:19][c:20]4[c:21]3[n:22][c:23]([NH:25][C:29](=[O:30])[O:31][CH3:32])[s:24]4)[n:12][cH:13][n:14]2)[cH:7][cH:8]1)([F:26])[F:27]. The product is COC(=O)Nc1nc2c(Oc3cc(-c4ccc(C(F)(F)F)cc4)ncn3)cccc2s1. The reactants are CCOC(C)=O, COC(=O)Cl, Nc1nc2c(Oc3cc(-c4ccc(C(F)(F)F)cc4)ncn3)cccc2s1, c1ccncc1. Reactants: ClC=1N=C(C2=C(N1)SC(=C2)C=O)N2CCOCC2 (2-chloro-4-morpholin-4-yl-thieno[2,3-d]pyrimidine-6-carbaldehyde), CNC(=O)C1CCNCC1 (piperidine-4-carboxylic acid methylamide). Yields the product ClC=1N=C(C2=C(N1)SC(=C2)CN2CCC(CC2)C(=O)NC)N2CCOCC2 (1-((2-chloro-4-morpholinothieno[2,3-d]pyrimidin-6-yl)methyl)-N-methylpiperidine-4-carboxamide). Reaction SMILES: [Cl:1][C:2]1[N:3]=[C:4]([N:13]2[CH2:18][CH2:17][O:16][CH2:15][CH2:14]2)[C:5]2[CH:10]=[C:9]([CH:11]=O)[S:8][C:6]=2[N:7]=1.[CH3:19][NH:20][C:21]([CH:23]1[CH2:28][CH2:27][NH:26][CH2:25][CH2:24]1)=[O:22]>>[Cl:1][C:2]1[N:3]=[C:4]([N:13]2[CH2:18][CH2:17][O:16][CH2:15][CH2:14]2)[C:5]2[CH:10]=[C:9]([CH2:11][N:26]3[CH2:27][CH2:28][CH:23]([C:21]([NH:20][CH3:19])=[O:22])[CH2:24][CH2:25]3)[S:8][C:6]=2[N:7]=1. Procedure details: Reaction between 2-chloro-4-morpholin-4-yl-thieno[2,3-d]pyrimidine-6-carbaldehyde (General Procedure D-2) and piperidine-4-carboxylic acid methylamide (Example 25) using General Procedure B-3 yielded 1-((2-chloro-4-morpholinothieno[2,3-d]pyrimidin-6-yl)methyl)-N-methylpiperidine-4-carboxamide. Reactants: C#CCN1c2ccccc2C(=O)Nc2cccnc21, CCOC(C)=O, C1CCCNCC1. Yields the product O=C1Nc2cccnc2N(CC#CCN2CCCCCC2)c2ccccc21. Reaction SMILES: [CH2:1]([C:2]#[CH:3])[N:4]1[c:5]2[c:6]([cH:16][cH:17][cH:18][n:19]2)[NH:7][C:8](=[O:15])[c:9]2[c:10]1[cH:11][cH:12][cH:13][cH:14]2.[CH3:27][CH2:28][O:29][C:30](=[O:31])[CH3:32].[NH:20]1[CH2:21][CH2:22][CH2:23][CH2:24][CH2:25][CH2:26]1>>[CH2:1]([C:2]#[C:3][CH2:27][N:20]1[CH2:21][CH2:22][CH2:23][CH2:24][CH2:25][CH2:26]1)[N:4]1[c:5]2[c:6]([cH:16][cH:17][cH:18][n:19]2)[NH:7][C:8](=[O:15])[c:9]2[c:10]1[cH:11][cH:12][cH:13][cH:14]2. Starting materials: C1CCOC1, Cc1c(C)c(N2CCN(C(=O)OC(C)(C)C)CC2)c(C)c2c1OC(C)(C)C2N1CCCC1, CCOC(C)=O, Cl, [Na+], [OH-]. Product: Cc1c(C)c(N2CCNCC2)c(C)c2c1OC(C)(C)C2N1CCCC1. RXN SMILES: [CH2:42]1[O:43][CH2:44][CH2:45][CH2:46]1.[CH3:2][C:3]1([CH3:33])[O:4][c:5]2[c:6]([c:13]([CH3:32])[c:14]([N:19]3[CH2:20][CH2:21][N:22]([C:25]([O:26][C:27]([CH3:28])([CH3:29])[CH3:30])=[O:31])[CH2:23][CH2:24]3)[c:15]([CH3:18])[c:16]2[CH3:17])[CH:7]1[N:8]1[CH2:9][CH2:10][CH2:11][CH2:12]1.[CH3:36][CH2:37][O:38][C:39](=[O:40])[CH3:41].[ClH:1].[Na+:35].[OH-:34]>>[CH3:2][C:3]1([CH3:33])[O:4][c:5]2[c:6]([c:13]([CH3:32])[c:14]([N:19]3[CH2:20][CH2:21][NH:22][CH2:23][CH2:24]3)[c:15]([CH3:18])[c:16]2[CH3:17])[CH:7]1[N:8]1[CH2:9][CH2:10][CH2:11][CH2:12]1. Product: O=C(CNc1ccc2[nH]c(=O)oc2c1)N1CCC(Cc2ccc(F)cc2)CC1. RXN SMILES: [CH2:30]([O:31][CH2:32][CH3:33])[CH3:34].[Cl:1][CH2:2][C:3](=[O:4])[N:5]1[CH2:6][CH2:7][CH:8]([CH2:11][c:12]2[cH:13][cH:14][c:15]([F:18])[cH:16][cH:17]2)[CH2:9][CH2:10]1.[NH2:19][c:20]1[cH:21][c:22]2[c:23]([nH:24][c:25](=[O:27])[o:26]2)[cH:28][cH:29]1>>[CH2:2]([C:3](=[O:4])[N:5]1[CH2:6][CH2:7][CH:8]([CH2:11][c:12]2[cH:13][cH:14][c:15]([F:18])[cH:16][cH:17]2)[CH2:9][CH2:10]1)[NH:19][c:20]1[cH:21][c:22]2[c:23]([nH:24][c:25](=[O:27])[o:26]2)[cH:28][cH:29]1. The reactants are CCOCC, O=C(CCl)N1CCC(Cc2ccc(F)cc2)CC1, Nc1ccc2[nH]c(=O)oc2c1.